From a dataset of the Open Reaction Database (ORD), a public repository of structured organic reaction records. describe an organic reaction: reactants, conditions, products, and yield Yield: 91.0%. Solvent: CCOCC (ether). Run at time 45 minute. The reactants are C(CN)N (ethylenediamine), C(CC)N (n-propylamine), [Li] (lithium), [Li] (lithium), C1(=CC=C(C=C1)S(=O)(=O)N)C.C12(CC3CC(CC(C1)C3)C2)N (1-adamantanamine p-toluenesulfonamide), C1(=CC=C(C=C1)S(=O)(=O)N)C.C12(CC3CC(CC(C1)C3)C2)N (1-Adamantanamine p-toluenesulfonamide), [Li] (Lithium). The product is 1.79, C12(CC3CC(CC(C1)C3)C2)N (1-adamantanamine). RXN SMILES: C1(C)C=CC(S(N)(=O)=O)=CC=1.[C:12]12([NH2:22])[CH2:21][CH:16]3[CH2:17][CH:18]([CH2:20][CH:14]([CH2:15]3)[CH2:13]1)[CH2:19]2.C(N)CC.C(N)CN.[Li]>CCOCC>[C:12]12([NH2:22])[CH2:19][CH:18]3[CH2:17][CH:16]([CH2:15][CH:14]([CH2:20]3)[CH2:13]1)[CH2:21]2 |f:0.1,^1:30|. Procedure details: Cleavage of 1-adamantanamine p-toluenesulfonamide. 1-Adamantanamine p-toluenesulfonamide (4 g, 0.13 mmol), n-propylamine (50 mL), and ethylenediamine (6.3 g, 0.11 mol) were placed in a 3 neck round bottomed flask equipped with a mechanical stirrer, condenser and thermometer. Lithium wire (0.64 g, 0.091 gram-atom) was added in two portions. Addition of one half of the lithium gave a dark color and the temperature rose to 42°. After an hour the temperature began to fall and the remainder of the li... The reactants are C(C)N1N=CC(=C1)N (1-Ethyl-1H-pyrazol-4-amine), BrC=1C(N(C=C(N1)Br)C)=O (3,5-dibromo-1-methylpyrazin-2(1H)-one), C(C)(=O)[O-] (acetate). The solvent is C(C)(C)O (isopropanol). Conditions: temperature 100 celsius. Product: BrC=1N=C(C(N(C1)C)=O)NC=1C=NN(C1)CC (5-Bromo-3-(1-ethyl-1H-pyrazol-4-ylamino)-1-methylpyrazin-2(1H)-one). Isolated yield 59.8%. Reaction SMILES: [CH2:1]([N:3]1[CH:7]=[C:6]([NH2:8])[CH:5]=[N:4]1)[CH3:2].Br[C:10]1[C:11](=[O:18])[N:12]([CH3:17])[CH:13]=[C:14]([Br:16])[N:15]=1.C([O-])(=O)C>C(O)(C)C>[Br:16][C:14]1[N:15]=[C:10]([NH:8][C:6]2[CH:5]=[N:4][N:3]([CH2:1][CH3:2])[CH:7]=2)[C:11](=[O:18])[N:12]([CH3:17])[CH:13]=1. Procedure: A 100-mL single-neck round-bottomed flask equipped with a magnetic stirrer and reflux condenser was charged with 123b (500 mg, 4.5 mmol), 3,5-dibromo-1-methylpyrazin-2(1H)-one (2.40 g, 9.0 mmol), DIPethyl acetate (3 mL), and isopropanol (50 mL). The mixture was heated at 100° C. for 2 h. It was then cooled to room temperature and filtered. The filtrate was concentrated under reduced pressure to afford 123c (802 mg, 60%) as a white solid. MS-ESI: [M+H]+ 298.0 Yields the product C(C)SCCCNC(OC(C)(C)C)=O (tert-Butyl 3-(ethylthio)propylcarbamate). Procedure: A solution of tert-butyl 3-bromopropylcarbamate (0.30 g) in N,N-dimethylformamide (5 ml) was treated with ethanethiol (0.104 ml) and potassium carbonate (0.29 g), and the mixture stirred at room temperature overnight. The mixture was partitioned between water (20 ml) and dichloromethane (30 ml), and the organic layers evaporated in vacuo to give the title compound (0.236 g). Reaction SMILES: Br[CH2:2][CH2:3][CH2:4][NH:5][C:6](=[O:12])[O:7][C:8]([CH3:11])([CH3:10])[CH3:9].[CH2:13]([SH:15])[CH3:14].C(=O)([O-])[O-].[K+].[K+]>CN(C)C=O>[CH2:13]([S:15][CH2:2][CH2:3][CH2:4][NH:5][C:6](=[O:12])[O:7][C:8]([CH3:11])([CH3:10])[CH3:9])[CH3:14] |f:2.3.4|. Reaction conditions: time 8 hour. Reactants: BrCCCNC(OC(C)(C)C)=O (tert-butyl 3-bromopropylcarbamate), C(C)S (ethanethiol), C([O-])([O-])=O.[K+].[K+] (potassium carbonate). The solvent is CN(C=O)C (N,N-dimethylformamide). The reactants are [Li]CCCC, COC1=NC(C(C)C)C(OC)=NC1C, CCC(CI)c1ccccc1, C1CCOC1. Product: CCC(CC1N=C(OC)C(C(C)C)N=C1OC)c1ccccc1. As a reaction SMILES: [CH2:15]([Li:16])[CH2:17][CH2:18][CH3:19].[CH3:1][O:2][C:3]1=[N:8][CH:7]([CH3:9])[C:6]([O:10][CH3:11])=[N:5][CH:4]1[CH:12]([CH3:13])[CH3:14].[I:20][CH2:21][CH:22]([CH2:23][CH3:24])[c:25]1[cH:26][cH:27][cH:28][cH:29][cH:30]1.[O:31]1[CH2:32][CH2:33][CH2:34][CH2:35]1>>[CH3:1][O:2][C:3]1=[N:8][CH:7]([CH2:9][CH:22]([CH2:23][CH3:24])[c:25]2[cH:26][cH:27][cH:28][cH:29][cH:30]2)[C:6]([O:10][CH3:11])=[N:5][CH:4]1[CH:12]([CH3:13])[CH3:14].